describe an organic reaction: reactants, conditions, products, and yield From a dataset of the Open Reaction Database (ORD), a public repository of structured organic reaction records. Starting materials: [Al+3], CC(Br)C(=O)O, Cc1cccc(Br)c1, CC(Br)C(=O)Cl, CN(C)C=O, [Cl-], [Cl-], [Cl-], [Cl-], CC(Cl)Cl, [NH4+], O=S(Cl)Cl. Product: Cc1cc(Br)ccc1C(=O)C(C)Br. RXN SMILES: [Al+3:2].[Br:11][CH:12]([CH3:13])[C:14]([OH:15])=[O:16].[Br:21][c:22]1[cH:23][c:24]([CH3:28])[cH:25][cH:26][cH:27]1.[Br:5][CH:6]([C:7](=[O:8])[Cl:9])[CH3:10].[CH3:35][N:36]([CH3:37])[CH:38]=[O:39].[Cl-:1].[Cl-:29].[Cl-:3].[Cl-:4].[Cl:31][CH:32]([Cl:33])[CH3:34].[NH4+:30].[S:17]([Cl:18])([Cl:19])=[O:20]>>[Br:5][CH:6]([C:7](=[O:8])[c:25]1[c:24]([CH3:28])[cH:23][c:22]([Br:21])[cH:27][cH:26]1)[CH3:10]. The reactants are COC1=CC(=NC=C1)CCC(=O)O (3-(4-methoxypyridin-2-yl)propionic acid), NC1=NC=C(C=C1N)CC1CCCCC1 (2,3-diamino-5-cyclohexylmethylpyridine). Run in ClCCl.CO (dichloromethane methanol). Yields the product COC1=CC(=NC=C1)CCC(=O)O (3-(4-methoxypyridin-2-yl)propionic acid), NC1=NC=C(C=C1N)CC1CCCCC1 (2,3-diamino-5-cyclohexylmethylpyridine), COC1=CC(=NC=C1)CCC1=NC=2C(=NC=C(C2)CC2CCCCC2)N1 (2-[2-(4-Methoxypyridin-2-yl)ethyl]-6-cyclohexylmethyl-3H-imidazo[4,5-b]pyridine). RXN SMILES: [CH3:1][O:2][C:3]1[CH:8]=[CH:7][N:6]=[C:5]([CH2:9][CH2:10][C:11]([OH:13])=[O:12])[CH:4]=1.[NH2:14][C:15]1[C:20]([NH2:21])=[CH:19][C:18]([CH2:22][CH:23]2[CH2:28][CH2:27][CH2:26][CH2:25][CH2:24]2)=[CH:17][N:16]=1>ClCCl.CO>[CH3:1][O:2][C:3]1[CH:8]=[CH:7][N:6]=[C:5]([CH2:9][CH2:10][C:11]([OH:13])=[O:12])[CH:4]=1.[NH2:14][C:15]1[C:20]([NH2:21])=[CH:19][C:18]([CH2:22][CH:23]2[CH2:24][CH2:25][CH2:26][CH2:27][CH2:28]2)=[CH:17][N:16]=1.[CH3:1][O:2][C:3]1[CH:8]=[CH:7][N:6]=[C:5]([CH2:9][CH2:10][C:11]2[NH:14][C:15]3=[N:16][CH:17]=[C:18]([CH2:22][CH:23]4[CH2:28][CH2:27][CH2:26][CH2:25][CH2:24]4)[CH:19]=[C:20]3[N:21]=2)[CH:4]=1 |f:2.3|. Procedure details: Similarly to Example 1, 0.275 g of 3-(4-methoxypyridin-2-yl)propionic acid (starting material A1), 0.28 g of 2,3-diamino-5-cyclohexylmethylpyridine (starting material E1) and 10 g of PPA (10 hours at 145° C. and chromatography using dichloromethane/methanol 15:1) give 0.183 g of the title compound of as a brownish oil. The mass spectrum shows the molecular peak MH+ at 351.4 Da. Reactants: O (water), C(CCCCC)C(C(=O)Cl)CCCCCCCC (2-Hexyldecanoyl chloride), N1N=CN=C1 (1,2,4-triazole), N1=CC=CC=C1 (pyridine). Solvent: CC(=O)C (acetone). The product is C(CCCCC)C(C(=O)N1N=CN=C1)CCCCCCCC (1-(2'-hexyldecanoyl)-1,2,4-triazole). The yield is 118.0%. Reaction SMILES: [CH2:1]([CH:7]([CH2:11][CH2:12][CH2:13][CH2:14][CH2:15][CH2:16][CH2:17][CH3:18])[C:8](Cl)=[O:9])[CH2:2][CH2:3][CH2:4][CH2:5][CH3:6].[NH:19]1[CH:23]=[N:22][CH:21]=[N:20]1.N1C=CC=CC=1.O>CC(C)=O>[CH2:1]([CH:7]([CH2:11][CH2:12][CH2:13][CH2:14][CH2:15][CH2:16][CH2:17][CH3:18])[C:8]([N:19]1[CH:23]=[N:22][CH:21]=[N:20]1)=[O:9])[CH2:2][CH2:3][CH2:4][CH2:5][CH3:6]. Reported procedure: 2-Hexyldecanoyl chloride (25 g) was added during 10 minutes to a stirred solution of 1,2,4-triazole (14 g) and pyridine (10 ml) in acetone (50 ml). During addition the temperature rose from 20° to 38°. The mixture was drowned into water and extracted with toluene, and the toluene solution was washed with water and then distilled yielding 1-(2'-hexyldecanoyl)-1,2,4-triazole (33 g), b.p. 156°-160° at 0.15 mm of mercury. This compound was evaluated as an extractant for copper using the procedure of... Yields the product OCC(O)COc1ccc(Cn2cccn2)cc1. Reaction SMILES: [CH3:20][N+:21]([CH3:22])([CH3:23])[CH3:24].[CH:14]1([CH2:15][OH:16])[CH2:17][O:18]1.[Cl-:19].[c:25]1([CH3:26])[c:27]([CH3:28])[cH:29][cH:30][cH:31][cH:32]1.[n:1]1([CH2:6][c:7]2[cH:8][cH:9][c:10]([OH:13])[cH:11][cH:12]2)[n:2][cH:3][cH:4][cH:5]1>>[n:1]1([CH2:6][c:7]2[cH:8][cH:9][c:10]([O:13][CH2:17][CH:14]([CH2:15][OH:16])[OH:18])[cH:11][cH:12]2)[n:2][cH:3][cH:4][cH:5]1. The reactants are C[N+](C)(C)C, OCC1CO1, [Cl-], Cc1ccccc1C, Oc1ccc(Cn2cccn2)cc1.